Task: describe an organic reaction: reactants, conditions, products, and yield. Dataset: the Open Reaction Database (ORD), a public repository of structured organic reaction records The reactants are C([O-])([O-])=O.[K+].[K+] (potassium carbonate), C(#N)C=1C=C(C=CC1O)C=1C=C(C(=O)OC)C=CN1 (methyl 2-(3-cyano-4-hydroxyphenyl)isonicotinate), C(C)(C)I (isopropyl iodide). The reagents and catalysts are [Br-].C(CCC)[N+](CCCC)(CCCC)CCCC (tetra-n-butylammonium bromide). Solvent: CN(C)C=O (DMF), O (water). The product is C(#N)C=1C=C(C=CC1OC(C)C)C=1C=C(C(=O)OC)C=CN1 (methyl 2-(3-cyano-4-isopropoxyphenyl)isonicotinate). Yield: 95.2%. As a reaction SMILES: [C:1]([C:3]1[CH:4]=[C:5]([C:10]2[CH:11]=[C:12]([CH:17]=[CH:18][N:19]=2)[C:13]([O:15][CH3:16])=[O:14])[CH:6]=[CH:7][C:8]=1[OH:9])#[N:2].[CH:20](I)([CH3:22])[CH3:21].C(=O)([O-])[O-].[K+].[K+]>CN(C=O)C.[Br-].C([N+](CCCC)(CCCC)CCCC)CCC.O>[C:1]([C:3]1[CH:4]=[C:5]([C:10]2[CH:11]=[C:12]([CH:17]=[CH:18][N:19]=2)[C:13]([O:15][CH3:16])=[O:14])[CH:6]=[CH:7][C:8]=1[O:9][CH:20]([CH3:22])[CH3:21])#[N:2] |f:2.3.4,6.7|. Reported procedure: In 5 ml of DMF were dissolved 82 mg of methyl 2-(3-cyano-4-hydroxyphenyl)isonicotinate and 66 mg of isopropyl iodide, and the resulting solution was heated at 80° C. for 3 hours in the presence of 72 mg of potassium carbonate and 10 mg of tetra-n-butylammonium bromide. The reaction solution was cooled and then diluted with water, followed by extraction with ethyl acetate. The organic layer was washed with brine and then dried and concentrated under reduced pressure. The resulting residue was was... The reactants are BrC=1N=CNC1CSCCN (4-bromo-5-[(2-aminoethyl)thiomethyl]imidazole), dihydrobromide, [N+](=O)([O-])C=C(SC)SC (1-nitro-2,2-bis-methylthioethylene), [N+](=O)([O-])C=C(NCCSCC1=C(N=CN1)Br)SC (1-nitro-2-methylthio-2-[2-((4-bromo-5-imidazolyl)methylthio)ethylamino]ethylene), NCCSCC1=NC=CC=C1 (2-[(2-aminoethyl)thiomethyl]pyridine), ( a ). Product: [N+](=O)([O-])C=C(NCCSCC1=C(N=CN1)Br)NCCSCC1=NC=CC=C1 (1-Nitro-2-[2-(2-pyridylmethylthio)ethylamino]-2-[2-((4-bromo-5-imidazolyl)methylthio)ethylamino]ethylene). RXN SMILES: BrC1N=CNC=1CSCCN.[N+](C=C(SC)SC)([O-])=O.[N+:21]([CH:24]=[C:25](SC)[NH:26][CH2:27][CH2:28][S:29][CH2:30][C:31]1[NH:35][CH:34]=[N:33][C:32]=1[Br:36])([O-:23])=[O:22].[NH2:39][CH2:40][CH2:41][S:42][CH2:43][C:44]1[CH:49]=[CH:48][CH:47]=[CH:46][N:45]=1>>[N+:21]([CH:24]=[C:25]([NH:39][CH2:40][CH2:41][S:42][CH2:43][C:44]1[CH:49]=[CH:48][CH:47]=[CH:46][N:45]=1)[NH:26][CH2:27][CH2:28][S:29][CH2:30][C:31]1[NH:35][CH:34]=[N:33][C:32]=1[Br:36])([O-:23])=[O:22]. Procedure details: When 4-bromo-5-[(2-aminoethyl)thiomethyl]imidazole (from the dihydrobromide (4.8 g)) is reacted with 1-nitro-2,2-bis-methylthioethylene (2.0 g) according to the procedure of Example 8(i) and the resultant 1-nitro-2-methylthio-2-[2-((4-bromo-5-imidazolyl)methylthio)ethylamino]ethylene reacted with 2-[(2-aminoethyl)thiomethyl]pyridine by the procedure of Example 1 (a) (ii), the title compound is produced. Reactants: ClC1=NC(=NC(=C1)C(F)(F)F)C1=CC=NC=C1 (4-chloro-2-(4-pyridinyl)-6-trifluoromethyl-pyrimidine), ClC=1C=CC(=C(N)C1)OC (5-chloro-2-methoxyaniline). Yields the product ClC=1C=CC(=C(NC2=NC(=NC(=C2)C(F)(F)F)C2=CC=NC=C2)C1)OC (4-(5-Chloro-2-methoxyanilino)-2-(4-pyridinyl)-6-trifluoromethyl-pyrimidine), solid. The yield is 38.2%. As a reaction SMILES: Cl[C:2]1[CH:7]=[C:6]([C:8]([F:11])([F:10])[F:9])[N:5]=[C:4]([C:12]2[CH:17]=[CH:16][N:15]=[CH:14][CH:13]=2)[N:3]=1.[Cl:18][C:19]1[CH:20]=[CH:21][C:22]([O:26][CH3:27])=[C:23]([CH:25]=1)[NH2:24]>>[Cl:18][C:19]1[CH:20]=[CH:21][C:22]([O:26][CH3:27])=[C:23]([CH:25]=1)[NH:24][C:2]1[CH:7]=[C:6]([C:8]([F:11])([F:10])[F:9])[N:5]=[C:4]([C:12]2[CH:17]=[CH:16][N:15]=[CH:14][CH:13]=2)[N:3]=1. Procedure details: The title compound was prepared from 4-chloro-2-(4-pyridinyl)-6-trifluoromethyl-pyrimidine (150 mg, 0.578 mmol) and 5-chloro-2-methoxyaniline (98 mg, 0.621 mmol) similar to Example 160 and was isolated as off-white solid (84 mg, 0.221 mmol, 38%). 1H NMR (CDCl3/MeOH-d4): 8.72 (d, J=4.2 Hz, 2H), 8.51 (s, 1H), 8.34 (d, J=4.5 Hz), 7.09 (m, 2H), 6.91 (d, J=8.4 Hz, 1H), 3.93 (s, 3H) Reaction SMILES: [CH2:1]([C:5]1[N:6]=[C:7]([NH:21][CH2:22][C:23]2[CH:28]=[CH:27][C:26]([O:29][CH3:30])=[C:25]([O:31][CH3:32])[CH:24]=2)[C:8]2[NH:13][N:12]=[C:11]([C:14]#[C:15][CH2:16][CH2:17][CH2:18][CH2:19]Cl)[C:9]=2[N:10]=1)[CH2:2][CH2:3][CH3:4].Cl.[F:34][C@@H:35]1[CH2:39][CH2:38][NH:37][CH2:36]1>>[CH2:1]([C:5]1[N:6]=[C:7]([NH:21][CH2:22][C:23]2[CH:28]=[CH:27][C:26]([O:29][CH3:30])=[C:25]([O:31][CH3:32])[CH:24]=2)[C:8]2[NH:13][N:12]=[C:11]([CH2:14][CH2:15][CH2:16][CH2:17][CH2:18][CH2:19][N:37]3[CH2:38][CH2:39][C@@H:35]([F:34])[CH2:36]3)[C:9]=2[N:10]=1)[CH2:2][CH2:3][CH3:4] |f:1.2|. The reactants are Intermediate 24, C(CCC)C=1N=C(C2=C(N1)C(=NN2)C#CCCCCCl)NCC2=CC(=C(C=C2)OC)OC (5-butyl-3-(6-chlorohex-1-yn-1-yl)-N-(3,4-dimethoxybenzyl)-1H-pyrazolo[4,3-d]pyrimidin-7-amine), Cl.F[C@H]1CNCC1 ((R)-3-fluoropyrrolidine hydrochloride). Procedure: Prepared similarly to Intermediate 24 from 5-butyl-3-(6-chlorohex-1-yn-1-yl)-N-(3,4-dimethoxybenzyl)-1H-pyrazolo[4,3-d]pyrimidin-7-amine and (R)-3-fluoropyrrolidine hydrochloride Yields the product C(CCC)C=1N=C(C2=C(N1)C(=NN2)CCCCCCN2C[C@@H](CC2)F)NCC2=CC(=C(C=C2)OC)OC ((R)-5-Butyl-N-(3,4-dimethoxybenzyl)-3-(6-(3-fluoropyrrolidin-1-yl)hexyl)-1H-pyrazolo[4,3-d]pyrimidin-7-amine). The reactants are NC[C@@H](COC=1C=NC(=CC1)C)O ((2S)-1-Amino-3-[(6-methyl-3-pyridinyl)oxy]-2-propanol), O=C1CCN(CC1)C1=CC=C(CC2C(NC(S2)=O)=O)C=C1 (5-[4-(4-Oxo-piperidin-1-yl)-benzyl]-thiazolidine-2,4-dione). The product is O[C@@H](CNC1CCN(CC1)C1=CC=C(CC2C(NC(S2)=O)=O)C=C1)COC=1C=NC(=CC1)C (5-(4-{4-[(2S)-2-Hydroxy-3-(6-methyl-pyridin-3-yloxy)-propylamino]-piperidin-1-yl}-benzyl)-thiazolidine-2,4-dione). As a reaction SMILES: [NH2:1][CH2:2][C@H:3]([OH:13])[CH2:4][O:5][C:6]1[CH:7]=[N:8][C:9]([CH3:12])=[CH:10][CH:11]=1.O=[C:15]1[CH2:20][CH2:19][N:18]([C:21]2[CH:34]=[CH:33][C:24]([CH2:25][CH:26]3[S:30][C:29](=[O:31])[NH:28][C:27]3=[O:32])=[CH:23][CH:22]=2)[CH2:17][CH2:16]1>>[OH:13][C@H:3]([CH2:4][O:5][C:6]1[CH:7]=[N:8][C:9]([CH3:12])=[CH:10][CH:11]=1)[CH2:2][NH:1][CH:15]1[CH2:16][CH2:17][N:18]([C:21]2[CH:34]=[CH:33][C:24]([CH2:25][CH:26]3[S:30][C:29](=[O:31])[NH:28][C:27]3=[O:32])=[CH:23][CH:22]=2)[CH2:19][CH2:20]1. Procedure details: The title compound was prepared from (2S)-1-amino-3-[(6-methyl-3-pyridinyl)oxy]-2-propanol (which was obtained in Example 127) and 5-[4-(4-oxo-1-piperidinyl)benzyl]-1,3-thiazolidine-2,4-dione (which was obtained in Example 38) in substantially the same manner, as described in Example 125. The product was obtained as a yellow solid; mp 87° C. (decomposed); 1H NMR (400 MHz, DMSO-d6) δ 1.44–1.49 (m, 2 H), 1.93–1.97 (m, 2 H), 2.38 (s, 3 H), 2.64–2.70 (m, 2 H), 2.77–2.95 (m, 4 H), 3.23–3.27 (m, 1H), ... Starting materials: ClC1=C(C(=O)OC)C=C(C=N1)I (methyl 2-chloro-5-iodonicotinate), CC=1C=C(C=C(C1)C)B(O)O (3,5-dimethylphenylboronic acid), C([O-])(O)=O.[Na+] (sodium bicarbonate). Reagents/catalysts: C=1C=CC(=CC1)[P](C=2C=CC=CC2)(C=3C=CC=CC3)[Pd]([P](C=4C=CC=CC4)(C=5C=CC=CC5)C=6C=CC=CC6)([P](C=7C=CC=CC7)(C=8C=CC=CC8)C=9C=CC=CC9)[P](C=1C=CC=CC1)(C=1C=CC=CC1)C=1C=CC=CC1 (tetrakis(triphenylphosphine)palladium(0)). Run in O1CCOCC1 (dioxane). Run at temperature 90 celsius. Yields the product ClC1=C(C(=O)O)C=C(C=N1)C1=CC(=CC(=C1)C)C (2-Chloro-5-(3,5-dimethylphenyl)nicotinic acid). Reaction SMILES: [Cl:1][C:2]1[N:11]=[CH:10][C:9](I)=[CH:8][C:3]=1[C:4]([O:6]C)=[O:5].[CH3:13][C:14]1[CH:15]=[C:16](B(O)O)[CH:17]=[C:18]([CH3:20])[CH:19]=1.C(=O)(O)[O-].[Na+]>O1CCOCC1.C1C=CC([P]([Pd]([P](C2C=CC=CC=2)(C2C=CC=CC=2)C2C=CC=CC=2)([P](C2C=CC=CC=2)(C2C=CC=CC=2)C2C=CC=CC=2)[P](C2C=CC=CC=2)(C2C=CC=CC=2)C2C=CC=CC=2)(C2C=CC=CC=2)C2C=CC=CC=2)=CC=1>[Cl:1][C:2]1[N:11]=[CH:10][C:9]([C:16]2[CH:17]=[C:18]([CH3:20])[CH:19]=[C:14]([CH3:13])[CH:15]=2)=[CH:8][C:3]=1[C:4]([OH:6])=[O:5] |f:2.3,^1:38,40,59,78|. Reported procedure: To a deoxygenated solution of methyl 2-chloro-5-iodonicotinate (1-1, 2.01 g, 6.72 mmol, 1 equiv) and 3,5-dimethylphenylboronic acid (1.01 g, 6.72 mmol. 1.00 equiv) in dioxane (250 mL) was added tetrakis(triphenylphosphine)palladium(0) (155 mg, 0.134 mmol) and 2 N aqueous sodium bicarbonate solution (16.8 mL, 33.6 mmol, 5.00 equiv) and the reaction mixture was heated at 90° C. for 48 hours. The reaction mixture was allowed to cool to 23° C., then partitioned between ethyl acetate (500 mL) and sat... Reactants: diastereomeric mixture, Cl (hydrochloric acid), CN(CCOC1=CC=C(C=C1)C(C(CC)C1=CC=CC=C1)(O)C1=CC(=CC=C1)O)C (1-[4'-(2-dimethylaminoethoxy)phenyl]-1-(3'-hydroxyphenyl)2-phenyl-n-butan-1-ol), C(C)O (ethanol). Run in C(Cl)(Cl)Cl.CO (CHCl3 CH3OH). Yields the product Cl.CN(CCOC1=CC=C(C=C1)/C(=C(/CC)\C1=CC=CC=C1)/C1=CC(=CC=C1)O)C ((E) -1-[4'-(2-Dimethylaminoethoxy)phenyl]-1-(3'-hydroxyphenyl)-2-phenylbut-1-ene Hydrochloride). RXN SMILES: [CH3:1][N:2]([CH3:30])[CH2:3][CH2:4][O:5][C:6]1[CH:11]=[CH:10][C:9]([C:12]([C:23]2[CH:28]=[CH:27][CH:26]=[C:25]([OH:29])[CH:24]=2)(O)[CH:13]([C:16]2[CH:21]=[CH:20][CH:19]=[CH:18][CH:17]=2)[CH2:14][CH3:15])=[CH:8][CH:7]=1.C(O)C.[ClH:34]>C(Cl)(Cl)Cl.CO>[ClH:34].[CH3:30][N:2]([CH3:1])[CH2:3][CH2:4][O:5][C:6]1[CH:7]=[CH:8][C:9](/[C:12](/[C:23]2[CH:28]=[CH:27][CH:26]=[C:25]([OH:29])[CH:24]=2)=[C:13](\[C:16]2[CH:17]=[CH:18][CH:19]=[CH:20][CH:21]=2)/[CH2:14][CH3:15])=[CH:10][CH:11]=1 |f:3.4,5.6|. Reported procedure: 40.5 G. (0.1 mole) of the diastereomeric mixture of 1-[4'-(2-dimethylaminoethoxy)phenyl]-1-(3'-hydroxyphenyl)2-phenyl-n-butan-1-ol in 500 ml. ethanol are added to 25 ml. concentrated hydrochloric acid and refluxed for 2 hours. Then the solvent is removed in vacuo and the residue is crystallized from methanol/ ether (1/1). Obtained are colorless crystals having a melting point of 221° C. (dec.); Rf 0.25 [CHCl3 /CH3OH (7/3)]; yield 20.3 g. (48%). The product is CN(C)CC=C1CCCc2cc(OCCCCc3ccccc3)ccc21. Starting materials: CO, C[N+](C)=CC=C1CCCc2cc(OCCCCc3ccccc3)ccc21, [Cl-]. Reaction SMILES: [CH3:28][OH:29].[CH3:2][N+:3]([CH3:4])=[CH:5][CH:6]=[C:7]1[CH2:8][CH2:9][CH2:10][c:11]2[cH:12][c:13]([O:17][CH2:18][CH2:19][CH2:20][CH2:21][c:22]3[cH:23][cH:24][cH:25][cH:26][cH:27]3)[cH:14][cH:15][c:16]21.[Cl-:1]>>[CH3:2][N:3]([CH3:4])[CH2:5][CH:6]=[C:7]1[CH2:8][CH2:9][CH2:10][c:11]2[cH:12][c:13]([O:17][CH2:18][CH2:19][CH2:20][CH2:21][c:22]3[cH:23][cH:24][cH:25][cH:26][cH:27]3)[cH:14][cH:15][c:16]21. The reactants are FC(C=1C=C2C(=NC1)NC(=C2)C(=O)O)(F)F (5-trifluoromethyl-1H-pyrrolo[2,3-b]pyridine-2-carboxylic acid), C(C)O (ethanol), S(O)(O)(=O)=O (sulfuric acid). Yields the product FC(C=1C=C2C(=NC1)NC(=C2)C(=O)OCC)(F)F (Ethyl 5-trifluoromethyl-1H-pyrrolo[2,3-b]pyridine-2-carboxylate). As a reaction SMILES: [F:1][C:2]([F:16])([F:15])[C:3]1[CH:4]=[C:5]2[CH:11]=[C:10]([C:12]([OH:14])=[O:13])[NH:9][C:6]2=[N:7][CH:8]=1.S(=O)(=O)(O)O.[CH2:22](O)[CH3:23]>>[F:16][C:2]([F:1])([F:15])[C:3]1[CH:4]=[C:5]2[CH:11]=[C:10]([C:12]([O:14][CH2:22][CH3:23])=[O:13])[NH:9][C:6]2=[N:7][CH:8]=1. Procedure details: A 100 ml round-bottomed flask equipped with a magnetic stirrer is charged with 0.3 g (1.3 mmol) of 5-trifluoromethyl-1H-pyrrolo[2,3-b]pyridine-2-carboxylic acid (Angew Chem Int Ed 2004, 43(34), 4526-4528) and 50 ml of ethanol. This solution is admixed with 0.5 ml of concentrated sulfuric acid. The reaction mixture is then brought to reflux for 18 hours. The cooled solution is concentrated to dryness under reduced pressure. The residue is taken up in dichloromethane (100 ml) and the organic phase...